Task: describe an organic reaction: reactants, conditions, products, and yield. Dataset: the Open Reaction Database (ORD), a public repository of structured organic reaction records Starting materials: [OH-].[K+] (KOH), N1C=NC2=C1C=C(C=C2)N2C(C(=C(C2C2CCC(CC2)OC2=CC=CC=C2)C)O)=O (1-(1H-Benzo[d]imidazol-6-yl)-3-hydroxy-4-methyl-5-(4-phenoxycyclohexyl)-1H-pyrrol-2(5H)-one), CC1=CC=C(C=C1)S(=O)(=O)N(C)N=O (diazald), C(CO)O.CCOCC (ethylene glycol Et2O). The solvent is CO (MeOH). Product: N1C=NC2=C1C=C(C=C2)N2C(C(=C(C2C2CCC(CC2)OC2=CC=CC=C2)C)OC)=O (1-(1H-Benzo[d]imidazol-6-yl)-3-methoxy-4-methyl-5-(4-phenoxycyclohexyl)-1H-pyrrol-2(5H)-one). As a reaction SMILES: [OH-].[K+].[CH3:3]C1C=CC(S(N(N=O)C)(=O)=O)=CC=1.C(O)CO.CCOCC.[NH:26]1[C:30]2[CH:31]=[C:32]([N:35]3[CH:39]([CH:40]4[CH2:45][CH2:44][CH:43]([O:46][C:47]5[CH:52]=[CH:51][CH:50]=[CH:49][CH:48]=5)[CH2:42][CH2:41]4)[C:38]([CH3:53])=[C:37]([OH:54])[C:36]3=[O:55])[CH:33]=[CH:34][C:29]=2[N:28]=[CH:27]1>CO>[NH:26]1[C:30]2[CH:31]=[C:32]([N:35]3[CH:39]([CH:40]4[CH2:41][CH2:42][CH:43]([O:46][C:47]5[CH:48]=[CH:49][CH:50]=[CH:51][CH:52]=5)[CH2:44][CH2:45]4)[C:38]([CH3:53])=[C:37]([O:54][CH3:3])[C:36]3=[O:55])[CH:33]=[CH:34][C:29]=2[N:28]=[CH:27]1 |f:0.1,3.4|. Reported procedure: The compound was synthesized starting from KOH (15 eq in water), diazald (9 eq), ethylene glycol/Et2O (1/3 v/v, 40 ml), 1-(1H-Benzo[d]imidazol-6-yl)-3-hydroxy-4-methyl-5-(4-phenoxycyclohexyl)-1H-pyrrol-2(5H)-one (0.900 g, 2.23 mmol, 1 eq) and MeOH (10 ml) and was purified by preparative HPLC; yield: 0.051 g (12.2%); MS m/z: 418.2 [M+H]+; 1H-NMR: (400 MHz, DMSO-D6) δ: 12.52 (b, 1H), 8.26-8.25 (d, 1H), 7.67-7.53 (m, 2H), 7.27-7.15 (m, 3H), 4.80-4.72 (m, 1H), 4.50 (s, 0.5H), 4.20 (m, 1H), 3.86 (s, ... Yields the product Cc1ccc(C(=O)NC2CCC(CCN3CCN(c4nccc5c4OCC5)CC3)CC2)cn1. As a reaction SMILES: [CH3:28][c:29]1[n:30][cH:31][c:32]([C:33](=[O:34])[OH:35])[cH:36][cH:37]1.[ClH:1].[ClH:2].[ClH:3].[O:4]1[CH2:5][CH2:6][c:7]2[c:8]1[c:9]([N:13]1[CH2:14][CH2:15][N:16]([CH2:19][CH2:20][CH:21]3[CH2:22][CH2:23][CH:24]([NH2:27])[CH2:25][CH2:26]3)[CH2:17][CH2:18]1)[n:10][cH:11][cH:12]2>>[O:4]1[CH2:5][CH2:6][c:7]2[c:8]1[c:9]([N:13]1[CH2:14][CH2:15][N:16]([CH2:19][CH2:20][CH:21]3[CH2:22][CH2:23][CH:24]([NH:27][C:33]([c:32]4[cH:31][n:30][c:29]([CH3:28])[cH:37][cH:36]4)=[O:34])[CH2:25][CH2:26]3)[CH2:17][CH2:18]1)[n:10][cH:11][cH:12]2. Reactants: Cc1ccc(C(=O)O)cn1, Cl, Cl, Cl, NC1CCC(CCN2CCN(c3nccc4c3OCC4)CC2)CC1. Starting materials: COc1ccc(C(C)(C)C=CCc2ccc(F)c(Oc3ccccc3)c2)cc1, COc1ccc(C(C)(C)CC=Cc2ccc(F)c(Oc3ccccc3)c2)cc1. The product is COc1ccc(C(C)(C)CCCc2ccc(F)c(Oc3ccccc3)c2)cc1. As a reaction SMILES: [O:1]([c:2]1[cH:3][cH:4][cH:5][cH:6][cH:7]1)[c:8]1[cH:9][c:10]([CH2:15][CH:16]=[CH:17][C:18]([CH3:19])([CH3:20])[c:21]2[cH:22][cH:23][c:24]([O:27][CH3:28])[cH:25][cH:26]2)[cH:11][cH:12][c:13]1[F:14].[O:29]([c:30]1[cH:31][c:32]([CH:33]=[CH:34][CH2:35][C:36]([c:37]2[cH:38][cH:39][c:40]([O:41][CH3:42])[cH:43][cH:44]2)([CH3:45])[CH3:46])[cH:47][cH:48][c:49]1[F:50])[c:51]1[cH:52][cH:53][cH:54][cH:55][cH:56]1>>[O:1]([c:2]1[cH:3][cH:4][cH:5][cH:6][cH:7]1)[c:8]1[cH:9][c:10]([CH2:15][CH2:16][CH2:17][C:18]([CH3:19])([CH3:20])[c:21]2[cH:22][cH:23][c:24]([O:27][CH3:28])[cH:25][cH:26]2)[cH:11][cH:12][c:13]1[F:14]. Starting materials: CCCN(CCC)C(=O)c1cccc(C(=O)O)c1, CC(C)CNC(=O)C(NC(=O)C(C)NCC(N)Cc1ccccc1)C(C)C, CN(C)C=O, On1nnc2ccccc21. Product: CCCN(CCC)C(=O)c1cccc(C(=O)NC(CNC(C)C(=O)NC(C(=O)NCC(C)C)C(C)C)Cc2ccccc2)c1. As a reaction SMILES: [CH2:1]([CH2:2][CH3:3])[N:4]([C:5](=[O:6])[c:7]1[cH:8][c:9]([C:10](=[O:11])[OH:12])[cH:13][cH:14][cH:15]1)[CH2:16][CH2:17][CH3:18].[NH2:29][CH:30]([CH2:31][NH:32][CH:33]([CH3:34])[C:35](=[O:36])[NH:37][CH:38]([CH:39]([CH3:40])[CH3:41])[C:42](=[O:43])[NH:44][CH2:45][CH:46]([CH3:47])[CH3:48])[CH2:49][c:50]1[cH:51][cH:52][cH:53][cH:54][cH:55]1.[O:56]=[CH:57][N:58]([CH3:59])[CH3:60].[OH:19][n:20]1[c:21]2[c:22]([cH:23][cH:24][cH:25][cH:26]2)[n:27][n:28]1>>[CH2:1]([CH2:2][CH3:3])[N:4]([C:5](=[O:6])[c:7]1[cH:8][c:9]([C:10](=[O:12])[NH:29][CH:30]([CH2:31][NH:32][CH:33]([CH3:34])[C:35](=[O:36])[NH:37][CH:38]([CH:39]([CH3:40])[CH3:41])[C:42](=[O:43])[NH:44][CH2:45][CH:46]([CH3:47])[CH3:48])[CH2:49][c:50]2[cH:51][cH:52][cH:53][cH:54][cH:55]2)[cH:13][cH:14][cH:15]1)[CH2:16][CH2:17][CH3:18]. As a reaction SMILES: [Cl:1][C:2]1[CH:3]=[N:4][C:5]2[N:6]([N:8]=[C:9]([C:11]([OH:13])=O)[CH:10]=2)[CH:7]=1.[CH3:14][O:15][C:16]1[CH:17]=[C:18]2[C:23](=[CH:24][C:25]=1[O:26][CH3:27])[CH2:22][NH:21][CH2:20][CH2:19]2>>[Cl:1][C:2]1[CH:3]=[N:4][C:5]2[N:6]([N:8]=[C:9]([C:11]([N:21]3[CH2:20][CH2:19][C:18]4[C:23](=[CH:24][C:25]([O:26][CH3:27])=[C:16]([O:15][CH3:14])[CH:17]=4)[CH2:22]3)=[O:13])[CH:10]=2)[CH:7]=1. The product is ClC=1C=NC=2N(C1)N=C(C2)C(=O)N2CC1=CC(=C(C=C1CC2)OC)OC ((6-Chloro-pyrazolo[1,5-a]pyrimidin-2-yl)-(6,7-dimethoxy-3,4-dihydro-1H-isoquinolin-2-yl)-methanone). Procedure details: In close analogy to the procedure described in Example 1, 6-chloro-pyrazolo[1,5-a]pyrimidine-2-carboxylic acid is reacted with 6,7-dimethoxy-1,2,3,4-tetrahydro-isoquinoline to provide the title compound in moderate yield. Starting materials: ClC=1C=NC=2N(C1)N=C(C2)C(=O)O (6-chloro-pyrazolo[1,5-a]pyrimidine-2-carboxylic acid), COC=1C=C2CCNCC2=CC1OC (6,7-dimethoxy-1,2,3,4-tetrahydro-isoquinoline). Starting materials: FC=1C=C(C=CC1)C1=NNC2=CC=C(C=C12)C(=O)OC (methyl 3-(3-fluorophenyl)-1H-5-indazolecarboxylate), C(O)([O-])=O.[Na+] (sodium hydrogencarbonate), [H-].[Na+] (sodium hydride), ClC(C1=CC=CC=C1)(C1=CC=CC=C1)C1=CC=CC=C1 (chlorotriphenylmethane). Run in O1CCCC1 (tetrahydrofuran). Yields the product FC=1C=C(C=CC1)C1=NN(C2=CC=C(C=C12)C(=O)OC)C(C1=CC=CC=C1)(C1=CC=CC=C1)C1=CC=CC=C1 (Methyl 3-(3-fluorophenyl)-1-trityl-1H-5-indazolecarboxylate). Yield: 75.5%. RXN SMILES: [F:1][C:2]1[CH:3]=[C:4]([C:8]2[C:16]3[C:11](=[CH:12][CH:13]=[C:14]([C:17]([O:19][CH3:20])=[O:18])[CH:15]=3)[NH:10][N:9]=2)[CH:5]=[CH:6][CH:7]=1.[H-].[Na+].Cl[C:24]([C:37]1[CH:42]=[CH:41][CH:40]=[CH:39][CH:38]=1)([C:31]1[CH:36]=[CH:35][CH:34]=[CH:33][CH:32]=1)[C:25]1[CH:30]=[CH:29][CH:28]=[CH:27][CH:26]=1.C(=O)([O-])O.[Na+]>O1CCCC1>[F:1][C:2]1[CH:3]=[C:4]([C:8]2[C:16]3[C:11](=[CH:12][CH:13]=[C:14]([C:17]([O:19][CH3:20])=[O:18])[CH:15]=3)[N:10]([C:24]([C:25]3[CH:30]=[CH:29][CH:28]=[CH:27][CH:26]=3)([C:37]3[CH:38]=[CH:39][CH:40]=[CH:41][CH:42]=3)[C:31]3[CH:32]=[CH:33][CH:34]=[CH:35][CH:36]=3)[N:9]=2)[CH:5]=[CH:6][CH:7]=1 |f:1.2,4.5|. Procedure: To a solution of 2.43 g of methyl 3-(3-fluorophenyl)-1H-5-indazolecarboxylate produced in Production Example I-4-e in 25 ml tetrahydrofuran was added 720 mg of 60% sodium hydride (oily), and the mixture was stirred under ice-cooling for 10 minutes. Then, 3.26 g of chlorotriphenylmethane was added and the mixture was stirred at the same temperature for 30 minutes and at room temperature for 1 hour. The reaction mixture was ice-cooled, saturated aqueous sodium hydrogencarbonate solution was added,...